From a dataset of the Open Reaction Database (ORD), a public repository of structured organic reaction records. describe an organic reaction: reactants, conditions, products, and yield Reaction SMILES: [B-:25]([F:26])([F:27])([F:28])[F:29].[CH3:1][c:2]1[n:3][c:4]2[c:5]([n:6]1[CH3:7])[cH:8][c:9]([C:22](=[O:23])[OH:24])[c:10]1[c:15]2[O:14][CH:13]([c:16]2[cH:17][cH:18][cH:19][cH:20][cH:21]2)[CH2:12][CH2:11]1.[CH3:47][O:48][CH2:49][CH2:50][NH2:51].[Cl:53][CH2:54][Cl:55].[OH2:52].[n:30]1([O:31][C:32]([N:33]([CH3:34])[CH3:35])=[N+:36]([CH3:37])[CH3:38])[c:39]2[cH:40][cH:41][cH:42][cH:43][c:44]2[n:45][n:46]1>>[CH3:1][c:2]1[n:3][c:4]2[c:5]([n:6]1[CH3:7])[cH:8][c:9]([C:22](=[O:24])[NH:51][CH2:50][CH2:49][O:48][CH3:47])[c:10]1[c:15]2[O:14][CH:13]([c:16]2[cH:17][cH:18][cH:19][cH:20][cH:21]2)[CH2:12][CH2:11]1. Reactants: F[B-](F)(F)F, Cc1nc2c3c(c(C(=O)O)cc2n1C)CCC(c1ccccc1)O3, COCCN, ClCCl, O, CN(C)C(On1nnc2ccccc21)=[N+](C)C. Yields the product COCCNC(=O)c1cc2c(nc(C)n2C)c2c1CCC(c1ccccc1)O2. RXN SMILES: [Br:1][c:2]1[o:3][c:4]([Br:7])[cH:5][cH:6]1.[CH2:8]([Li:9])[CH2:10][CH2:11][CH3:12].[CH3:34][CH2:35][O:36][CH2:37][CH3:38].[CH3:39][CH2:40][O:41][C:42]([CH3:43])=[O:44].[Cl:13][c:14]1[n:15][cH:16][cH:17][cH:18][n:19]1.[Cl:20][C:21]1=[C:32]([Cl:33])[C:30](=[O:31])[C:27]([C:28]#[N:29])=[C:24]([C:25]#[N:26])[C:22]1=[O:23]>>[Br:1][c:2]1[o:3][c:4](-[c:16]2[n:15][c:14]([Cl:13])[n:19][cH:18][cH:17]2)[cH:5][cH:6]1. The reactants are Brc1ccc(Br)o1, [Li]CCCC, CCOCC, CCOC(C)=O, Clc1ncccn1, N#CC1=C(C#N)C(=O)C(Cl)=C(Cl)C1=O. Yields the product Clc1nccc(-c2ccc(Br)o2)n1. Reagents/catalysts: C=1C=CC(=CC1)/C=C/C(=O)/C=C/C2=CC=CC=C2.C=1C=CC(=CC1)/C=C/C(=O)/C=C/C2=CC=CC=C2.C=1C=CC(=CC1)/C=C/C(=O)/C=C/C2=CC=CC=C2.[Pd].[Pd] (tris(dibenzylideneacetone)dipalladium). Solvent: O1CCOCC1 (dioxane), O (water). RXN SMILES: CC1(C)C2C(=C(P(C3C=CC=CC=3)C3C=CC=CC=3)C=CC=2)OC2C(P(C3C=CC=CC=3)C3C=CC=CC=3)=CC=CC1=2.Br[C:44]1[CH:49]=[CH:48][CH:47]=[CH:46][CH:45]=1.[O:50]1[CH:55]([C:56]([O:58][CH2:59][CH3:60])=[O:57])[CH2:54][NH:53][C:52]2[CH:61]=[CH:62][CH:63]=[CH:64][C:51]1=2.C(=O)([O-])[O-].[Cs+].[Cs+]>O1CCOCC1.O.C1C=CC(/C=C/C(/C=C/C2C=CC=CC=2)=O)=CC=1.C1C=CC(/C=C/C(/C=C/C2C=CC=CC=2)=O)=CC=1.C1C=CC(/C=C/C(/C=C/C2C=CC=CC=2)=O)=CC=1.[Pd].[Pd]>[C:44]1([N:53]2[CH2:54][CH:55]([C:56]([O:58][CH2:59][CH3:60])=[O:57])[O:50][C:51]3[CH:64]=[CH:63][CH:62]=[CH:61][C:52]2=3)[CH:49]=[CH:48][CH:47]=[CH:46][CH:45]=1 |f:3.4.5,8.9.10.11.12|. The reactants are CC1(C2=C(C(=CC=C2)P(C3=CC=CC=C3)C4=CC=CC=C4)OC5=C(C=CC=C51)P(C6=CC=CC=C6)C7=CC=CC=C7)C (xantphos), BrC1=CC=CC=C1 (bromobenzene), O1C2=C(NCC1C(=O)OCC)C=CC=C2 ((±)-ethyl 3,4-dihydro-2H-benzo[b][1,4]oxazine-2-carboxylate), C([O-])([O-])=O.[Cs+].[Cs+] (cesium carbonate). Procedure details: Tris(dibenzylideneacetone)dipalladium (0) (4.3 mg, 0.0046 mmol), xantphos (8.2 mg, 0.014 mmol), and bromobenzene (40 □L, 0.381 mmol) were added to a solution of (±)-ethyl 3,4-dihydro-2H-benzo[b][1,4]oxazine-2-carboxylate (65 mg, 0.31 mmol) in dioxane (2.5 mL). The solids were allowed to dissolve, and cesium carbonate (143 mg, 0.44 mmol) was added, and the suspension was stirred at 100° C. for 24 h. The mixture was cooled to ambient temperature, diluted with water (20 mL), and the product was ext... Reaction conditions: temperature 100 celsius, time 24 hour. Yields the product C1(=CC=CC=C1)N1C2=C(OC(C1)C(=O)OCC)C=CC=C2 ((±)-Ethyl 4-phenyl-3,4-dihydro-2H-benzo[b][1,4]oxazine-2-carboxylate). Starting materials: ( 3.00 ), BrC1=NN(C(=C1[N+](=O)[O-])NC)CC1=CC=C(C=C1)OC (3-bromo-1 -(4'-methoxybenzyl)-5-methylamino-4-nitropyrazole), S(O)(O)(=O)=O (sulfuric acid). Yields the product NC=1C=NN(C1NC)CC1=CC=C(C=C1)OC (4-amino-1-(4'-methoxybenzyl)-5-methylaminopyrazole). Isolated yield 87.0%. As a reaction SMILES: Br[C:2]1[C:6]([N+:7]([O-])=O)=[C:5]([NH:10][CH3:11])[N:4]([CH2:12][C:13]2[CH:18]=[CH:17][C:16]([O:19][CH3:20])=[CH:15][CH:14]=2)[N:3]=1.S(=O)(=O)(O)O>>[NH2:7][C:6]1[CH:2]=[N:3][N:4]([CH2:12][C:13]2[CH:18]=[CH:17][C:16]([O:19][CH3:20])=[CH:15][CH:14]=2)[C:5]=1[NH:10][CH3:11]. Procedure: 1.04 g (3.00) mmoles) of 3-bromo-1 -(4'-methoxybenzyl)-5-methylamino-4-nitropyrazole are hydrogenated for 2 hours according to General Directions A. 0.30 g (2.80 mmoles) of concentrated sulfuric acid (97%) are added. After reduction, 0.86 g (87 percent of theory) of 4-amino-1-(4'-methoxybenzyl)-5-methylaminopyrazole hydrosulfate are obtained in the form of an oil. Starting materials: N1=C(C=CC=C1)S(=O)CC(=O)O (2-pyridylsulfinylacetic acid), NC1[C@@H]2N(C(=C(CS2)C(=O)SC=2N=NC=CC2)C(=O)O)C1=O (7-amino-3-(1-oxopyridazine-3-ylthiomethyl)-3-cephem-4-carboxylic acid). Product: N1=C(C=CC=C1)S(=O)CC(=O)NC1[C@@H]2N(C(=C(CS2)C(=O)SC=2N=NC=CC2)C(=O)O)C1=O (7-(2-pyridylsulfinylacetamido)-3-(1-oxopyridazine-3-ylthiomethyl)-3-cephem-4-carboxylic acid). RXN SMILES: [N:1]1[CH:6]=[CH:5][CH:4]=[CH:3][C:2]=1[S:7]([CH2:9][C:10]([OH:12])=O)=[O:8].[NH2:13][CH:14]1[C:33](=[O:34])[N:16]2[C:17]([C:30]([OH:32])=[O:31])=[C:18]([C:21]([S:23][C:24]3[N:25]=[N:26][CH:27]=[CH:28][CH:29]=3)=[O:22])[CH2:19][S:20][C@H:15]12>>[N:1]1[CH:6]=[CH:5][CH:4]=[CH:3][C:2]=1[S:7]([CH2:9][C:10]([NH:13][CH:14]1[C:33](=[O:34])[N:16]2[C:17]([C:30]([OH:32])=[O:31])=[C:18]([C:21]([S:23][C:24]3[N:25]=[N:26][CH:27]=[CH:28][CH:29]=3)=[O:22])[CH2:19][S:20][C@H:15]12)=[O:12])=[O:8]. Procedure: 370 mg. of 2-pyridylsulfinylacetic acid and 7-amino-3-(1-oxopyridazine-3-ylthiomethyl)-3-cephem-4-carboxylic acid were reacted in the same manner as described in Example 28 and 341 mg. of 7-(2-pyridylsulfinylacetamido)-3-(1-oxopyridazine-3-ylthiomethyl)-3-cephem-4-carboxylic acid were obtained. Reactants: [H][H] (hydrogen), CN1CC[C@]23C4C(=O)C=C[C@]2([C@H]1CC5=C3C(=C(C=C5)OC)O4)O (14-Hydroxycodeinone), C(C)O (ethanol), C(C)(=O)O (acetic acid). The reagents and catalysts are [Pd] (Pd/C), [Pd] (Pd/C). Solvent: O (water), O (water). Yields the product CN1CC[C@]23[C@@H]4[C@H](CC[C@]2([C@H]1CC5=C3C(=C(C=C5)OC)O4)O)O (6α-oxycodol). Yield: 84.0%. Reaction SMILES: [CH3:1][N:2]1[C@@H:12]2[CH2:13][C:14]3[CH:19]=[CH:18][C:17]([O:20][CH3:21])=[C:16]4[O:22][CH:6]5[C:7]([CH:9]=[CH:10][C@:11]2([OH:23])[C@:5]5([C:15]=34)[CH2:4][CH2:3]1)=[O:8].C(O)C.C(O)(=O)C.[H][H]>[Pd].O>[CH3:1][N:2]1[C@@H:12]2[CH2:13][C:14]3[CH:19]=[CH:18][C:17]([O:20][CH3:21])=[C:16]4[O:22][C@H:6]5[C@@H:7]([OH:8])[CH2:9][CH2:10][C@:11]2([OH:23])[C@:5]5([C:15]=34)[CH2:4][CH2:3]1. Procedure details: 14-Hydroxycodeinone (4.5 g) was warmed with ethanol (2.17 g/g 14-hydroxycodeinone) to 60-65° C. and acetic acid was added in portions until all solid dissolved. Following the addition of 10% Pd/C (dry, 0.01 g/g 14-hydroxycodeinone) and water (0.01 g/g 14-hydroxycodeinone) to compensate for the water in the dry Pd/C catalyst, the hydrogenation was performed with hydrogen being introduced at 80° C. The reaction was sampled after 22 h and was determined to be complete. This reaction resulted in low...